The task is: describe an organic reaction: reactants, conditions, products, and yield. This data is from the Open Reaction Database (ORD), a public repository of structured organic reaction records. Starting materials: O=c1cc(OCc2ccccc2)ncn1CCc1ccc(CO)cc1, ClCCl, BrP(Br)Br. RXN SMILES: [CH2:1]([c:2]1[cH:3][cH:4][cH:5][cH:6][cH:7]1)[O:8][c:9]1[cH:10][c:11](=[O:25])[n:12]([CH2:15][CH2:16][c:17]2[cH:18][cH:19][c:20]([CH2:23][OH:24])[cH:21][cH:22]2)[cH:13][n:14]1.[Cl:30][CH2:31][Cl:32].[P:26]([Br:27])([Br:28])[Br:29]>>[CH2:1]([c:2]1[cH:3][cH:4][cH:5][cH:6][cH:7]1)[O:8][c:9]1[cH:10][c:11](=[O:25])[n:12]([CH2:15][CH2:16][c:17]2[cH:18][cH:19][c:20]([CH2:23][Br:27])[cH:21][cH:22]2)[cH:13][n:14]1. The product is O=c1cc(OCc2ccccc2)ncn1CCc1ccc(CBr)cc1.